This data is from the Open Reaction Database (ORD), a public repository of structured organic reaction records. The task is: describe an organic reaction: reactants, conditions, products, and yield The reactants are NC=1C=CC(=C(C1)[C@]1(N=C(OCC1)N)C(F)F)F ((S)-4-(5-amino-2-fluorophenyl)-4-(difluoromethyl)-5,6-dihydro-4H-1,3-oxazin-2-amine), C(=O)([O-])[O-].[Na+].[Na+] (Na2CO3), C(#N)C=1C=CC(=NC1)C(=O)O (5-cyanopicolinic acid), O.[Cl-].COC1=NC(=NC(=N1)OC)[N+]1(CCOCC1)C (4-(4,6-dimethoxy[1.3.5]triazin-2-yl)-4-methylmorpholinium chloride hydrate). The solvent is CO (methanol), CO (methanol). Reaction conditions: temperature 23 celsius, time 16 hour. Product: NC=1OCC[C@@](N1)(C(F)F)C=1C=C(C=CC1F)NC(C1=NC=C(C=C1)C#N)=O ((S)—N-(3-(2-amino-4-(difluoromethyl)-5,6-dihydro-4H-1,3-oxazin-4-yl)-4-fluorophenyl)-5-cyanopicolinamide). The yield is 73.4%. RXN SMILES: [C:1]([C:3]1[CH:4]=[CH:5][C:6]([C:9]([OH:11])=O)=[N:7][CH:8]=1)#[N:2].O.[Cl-].COC1N=C(OC)N=C([N+]2(C)CCOCC2)N=1.[NH2:31][C:32]1[CH:33]=[CH:34][C:35]([F:48])=[C:36]([C@:38]2([CH:45]([F:47])[F:46])[CH2:43][CH2:42][O:41][C:40]([NH2:44])=[N:39]2)[CH:37]=1.C([O-])([O-])=O.[Na+].[Na+]>CO>[NH2:44][C:40]1[O:41][CH2:42][CH2:43][C@:38]([C:36]2[CH:37]=[C:32]([NH:31][C:9](=[O:11])[C:6]3[CH:5]=[CH:4][C:3]([C:1]#[N:2])=[CH:8][N:7]=3)[CH:33]=[CH:34][C:35]=2[F:48])([CH:45]([F:46])[F:47])[N:39]=1 |f:1.2.3,5.6.7|. Procedure details: To a solution of commercially available 5-cyanopicolinic acid (55.5 mg, 375 μmol) in methanol (5 ml) was added at 0° C. 4-(4,6-dimethoxy[1.3.5]triazin-2-yl)-4-methylmorpholinium chloride hydrate (129 mg, 437 μmol) and the colourless solution was stirred at 0° C. for 30 min. Then a solution of (S)-4-(5-amino-2-fluorophenyl)-4-(difluoromethyl)-5,6-dihydro-4H-1,3-oxazin-2-amine (intermediate E9.1) (81 mg, 312 μmol) in methanol (5 ml) was added dropwise at 0° C. via syringe. The reaction mixture was... As a reaction SMILES: [C:1](NC(=N)O)([CH3:4])([CH3:3])[CH3:2].[NH:9]([C:15]([O:17][CH2:18][C:19]1[CH:24]=[CH:23][CH:22]=[CH:21][CH:20]=1)=[O:16])[C@H:10]([C:12]([OH:14])=[O:13])[CH3:11]>>[NH:9]([C:15]([O:17][CH2:18][C:19]1[CH:20]=[CH:21][CH:22]=[CH:23][CH:24]=1)=[O:16])[C@H:10]([C:12]([O:14][C:1]([CH3:4])([CH3:3])[CH3:2])=[O:13])[CH3:11]. Procedure details: Reaction of 1 at room temperature with 400 mol % of tert-butanol and 1-2 mol % of freshly prepared CuCl gave a quantitative yield of analytically pure tert-butyl isourea 2 (R=But) in less than 1 h. The reaction was monitored using IR by following the disappearance of the carbodiimide absorption at 2130 cm-1 and the appearance of the isourea absorbance at 1660 cm-1. No purification other than evaporation of the excess tert-butanol was necessary to obtain the pure material. Isourea 2 (R=BUt) was t... Starting materials: C(C)(C)(C)NC(O)=N (tert-butyl isourea), N([C@@H](C)C(=O)O)C(=O)OCC1=CC=CC=C1 (N-CBZ-Ala), tert-butyl ester. Yields the product N([C@@H](C)C(=O)OC(C)(C)C)C(=O)OCC1=CC=CC=C1 (N-CBZ-Ala-OBut). The reactants are CCN=C=NCCCN(C)C.Cl (EDCI.HCl), C=1C=CC2=C(C1)N=NN2O (HOBt), CCN(C(C)C)C(C)C (DIPEA), FC1=C(C(=O)O)C=C(C=C1)F (2,5-difluorobenzoic acid), Cl.C1(=CC=C(C=C1)NC(CC(N1CCNCC1)=O)=O)C1=CC=CC=C1 (N-biphenyl-4-yl-3-oxo-3-piperazin-1-yl-propionamide.hydrochloride). The solvent is CN(C)C=O (DMF), O (water). Conditions: temperature 10 celsius, time 8 hour. The product is C1(=CC=C(C=C1)NC(CC(=O)N1CCN(CC1)C(C1=C(C=CC(=C1)F)F)=O)=O)C1=CC=CC=C1 (N-Biphenyl-4-yl-3-[4-(2,5-difluoro-benzoyl)-piperazin-1-yl]-3-oxo-propionamide). Reaction SMILES: C1C=CC2N(O)N=NC=2C=1.CCN(C(C)C)C(C)C.[F:20][C:21]1[CH:29]=[CH:28][C:27]([F:30])=[CH:26][C:22]=1[C:23]([OH:25])=O.CCN=C=NCCCN(C)C.Cl.Cl.[C:44]1([C:62]2[CH:67]=[CH:66][CH:65]=[CH:64][CH:63]=2)[CH:49]=[CH:48][C:47]([NH:50][C:51](=[O:61])[CH2:52][C:53](=[O:60])[N:54]2[CH2:59][CH2:58][NH:57][CH2:56][CH2:55]2)=[CH:46][CH:45]=1>CN(C=O)C.O>[C:44]1([C:62]2[CH:67]=[CH:66][CH:65]=[CH:64][CH:63]=2)[CH:45]=[CH:46][C:47]([NH:50][C:51](=[O:61])[CH2:52][C:53]([N:54]2[CH2:55][CH2:56][N:57]([C:23](=[O:25])[C:22]3[CH:26]=[C:27]([F:30])[CH:28]=[CH:29][C:21]=3[F:20])[CH2:58][CH2:59]2)=[O:60])=[CH:48][CH:49]=1 |f:3.4,5.6|. Procedure: HOBt (34 mg, 0.25 mmol) and DIPEA (67.9 mg, 0.51 mmol) were added to a stirred solution of 2,5-difluorobenzoic acid (34 mg, 0.21 mmol) in DMF (2 mL). The reaction mixture was cooled to 10° C. and EDCI.HCl (48 mg, 0.25 mmol) followed by N-biphenyl-4-yl-3-oxo-3-piperazin-1-yl-propionamide.hydrochloride (75 mg, 0.2 mmol) were added. The reaction mixture was stirred at room temperature overnight, then diluted with water. The resulting precipitate was filtered, then purified by column chromatography ...